From a dataset of the Open Reaction Database (ORD), a public repository of structured organic reaction records. describe an organic reaction: reactants, conditions, products, and yield Reactants: CO, CON=CC(C)=CC1C(C(=O)OC)C1(C)C, [Na+], [OH-], O. Product: CON=CC(C)=CC1C(C(=O)O)C1(C)C. As a reaction SMILES: [CH3:19][OH:20].[CH3:1][O:2][N:3]=[CH:4][C:5](=[CH:6][CH:7]1[C:8]([CH3:14])([CH3:15])[CH:9]1[C:10](=[O:11])[O:12][CH3:13])[CH3:16].[Na+:18].[OH-:17].[OH2:21]>>[CH3:1][O:2][N:3]=[CH:4][C:5](=[CH:6][CH:7]1[C:8]([CH3:14])([CH3:15])[CH:9]1[C:10](=[O:11])[OH:12])[CH3:16].